This data is from the Open Reaction Database (ORD), a public repository of structured organic reaction records. The task is: describe an organic reaction: reactants, conditions, products, and yield The reagents and catalysts are [Pt].[C] (platinum carbon). Reported procedure: 2 Grams of 5-carboxycarbostyril was suspended in 30 ml of water, then 10N-sodium hydroxide aqueous solution was added to dissolve the crystals. To this solution was added 500 mg of 10% platinum-carbon and this mixture was catalytically reduced with hydrogen gas under condition of 3-4 kg/cm2 at 70° C. After the completion of the reaction, the catalyst was removed from the reaction mixture by filtration, then the pH of the filtrate was adjusted to about pH=1 by adding concentrated hydrochloric aci... Yields the product C(=O)(O)C1=C2CCC(NC2=CC=C1)=O (5-carboxy-3,4-dihydrocarbostyril). Reactants: C(=O)(O)C1=C2C=CC(NC2=CC=C1)=O (5-carboxycarbostyril), [OH-].[Na+] (sodium hydroxide), [H][H] (hydrogen). RXN SMILES: [C:1]([C:4]1[CH:13]=[CH:12][CH:11]=[C:10]2[C:5]=1[CH:6]=[CH:7][C:8](=[O:14])[NH:9]2)([OH:3])=[O:2].[OH-].[Na+].[H][H]>O.[Pt].[C]>[C:1]([C:4]1[CH:13]=[CH:12][CH:11]=[C:10]2[C:5]=1[CH2:6][CH2:7][C:8](=[O:14])[NH:9]2)([OH:3])=[O:2] |f:1.2,5.6|. The solvent is O (water).